Dataset: the Open Reaction Database (ORD), a public repository of structured organic reaction records. Task: describe an organic reaction: reactants, conditions, products, and yield The reactants are C(C)N1C(=C(C2=CC=CC=C12)C(=O)C1=NC=CC=C1C(=O)O)C ((1-ethyl-2-methylindol-3-yl)(3-carboxypyridin-2-yl)ketone), C1(=CC=CC=C1)C=1C(=CN2C=CC=CC12)C1=CC=CC=C1 (1,2-diphenylindolizine), C(C)(=O)OC(C)=O (acetic anhydride). The solvent is C(Cl)(Cl)Cl (chloroform). Product: C(C)N1C(=C(C2=CC=CC=C12)C1(OC(C=2C1=NC=CC2)=O)C2=C(C(=C1C=CC=CN21)C2=CC=CC=C2)C2=CC=CC=C2)C (7-(1-ethyl-2-methylindol-3-yl)-7-(1,2-diphenylindolizin-3-yl)-5,7-dihydrofuro[3,4-b]pyridin-5-one). Procedure: A mixture of 1.6 grams of (1-ethyl-2-methylindol-3-yl)(3-carboxypyridin-2-yl)ketone, 1.85 grams of 1,2-diphenylindolizine and 10 ml. of acetic anhydride was heated at about 40° C. for 104 minutes and then cooled in an ice bath. The reaction mixture was filtered and the product was repeatedly recrystallized from a toluene-petroleum ether mixture until a constant melting point of 206.5°-207.5° C. was obtained. A chloroform solution of the final product produced a blue color when applied to a recor... As a reaction SMILES: [CH2:1]([N:3]1[C:11]2[C:6](=[CH:7][CH:8]=[CH:9][CH:10]=2)[C:5]([C:12]([C:14]2[C:19]([C:20]([OH:22])=[O:21])=[CH:18][CH:17]=[CH:16][N:15]=2)=O)=[C:4]1[CH3:23])[CH3:2].[C:24]1([C:30]2[C:31]([C:39]3[CH:44]=[CH:43][CH:42]=[CH:41][CH:40]=3)=[CH:32][N:33]3[C:38]=2[CH:37]=[CH:36][CH:35]=[CH:34]3)[CH:29]=[CH:28][CH:27]=[CH:26][CH:25]=1.C(OC(=O)C)(=O)C>C(Cl)(Cl)Cl>[CH2:1]([N:3]1[C:11]2[C:6](=[CH:7][CH:8]=[CH:9][CH:10]=2)[C:5]([C:12]2([C:32]3[N:33]4[C:38]([CH:37]=[CH:36][CH:35]=[CH:34]4)=[C:30]([C:24]4[CH:29]=[CH:28][CH:27]=[CH:26][CH:25]=4)[C:31]=3[C:39]3[CH:40]=[CH:41][CH:42]=[CH:43][CH:44]=3)[C:14]3=[N:15][CH:16]=[CH:17][CH:18]=[C:19]3[C:20](=[O:21])[O:22]2)=[C:4]1[CH3:23])[CH3:2]. Starting materials: C(C)C1C(CC(C(C(OC(C2CCCCN2C(C(C2(C(CC(C(C(CC(CC(=C1)C)C)OC)O2)OC)C)O)=O)=O)=O)C(=CC2CC(C(CC2)OCC2=CC=C(C=C2)CO[Si](C)(C)C(C)(C)C)OC)C)C)O[Si](C)(C)C(C)(C)C)=O (17-ethyl-1-hydroxy-14-(tert-butyldimethylsiloxy)-12-[2'-(4"-(p-(tert-butyldimethylsiloxymethyl)-benzyloxy)-3"-methoxycyclohexyl)-1'-methylvinyl]-23,25-dimethoxy-13,19,21,27-tetramethyl-11,28-dioxa-4-azatricyclo[22.3.1.04,9 ]octacos-18-ene-2,3,10,16-tetraone), C1(=CC=C(C=C1)S(=O)(=O)O)C (p-toluenesulfonic acid), solution. The solvent is C(Cl)Cl (methylene chloride). Run at time 5 minute. Yields the product C(C)C1C(CC(C(C(OC(C2CCCCN2C(C(C2(C(CC(C(C(CC(CC(=C1)C)C)OC)O2)OC)C)O)=O)=O)=O)C(=CC2CC(C(CC2)OCC2=CC=C(C=C2)C(=O)O)OC)C)C)O)=O (17-Ethyl-1,14-dihydroxy-12-[2'-(4"-(p-carboxybenzyloxy)-3"-methoxycyclohexyl)-1'-methylvinyl]-23,25-dimethoxy-13,19,21,27-tetramethyl-11,28-dioxa-4-azatricyclo[22.3.1.04,9 ]octacos-18-ene-2,3,10,16-tetraone). As a reaction SMILES: [CH2:1]([CH:3]1[CH:29]=[C:28]([CH3:30])[CH2:27][CH:26]([CH3:31])[CH2:25][CH:24]([O:32][CH3:33])[CH:23]2[O:34][C:19]([OH:38])([CH:20]([CH3:37])[CH2:21][CH:22]2[O:35][CH3:36])[C:18](=[O:39])[C:17](=[O:40])[N:16]2[CH:11]([CH2:12][CH2:13][CH2:14][CH2:15]2)[C:10](=[O:41])[O:9][CH:8]([C:42]([CH3:69])=[CH:43][CH:44]2[CH2:49][CH2:48][CH:47]([O:50][CH2:51][C:52]3[CH:57]=[CH:56][C:55]([CH2:58][O:59][Si](C(C)(C)C)(C)C)=[CH:54][CH:53]=3)[CH:46]([O:67][CH3:68])[CH2:45]2)[CH:7]([CH3:70])[CH:6]([O:71][Si](C(C)(C)C)(C)C)[CH2:5][C:4]1=[O:79])[CH3:2].C1(C)C=CC(S(O)(=O)=[O:87])=CC=1>C(Cl)Cl>[CH2:1]([CH:3]1[CH:29]=[C:28]([CH3:27])[CH2:30][CH:20]([CH3:37])[CH2:21][CH:22]([O:35][CH3:36])[CH:23]2[O:34][C:19]([OH:38])([CH:26]([CH3:31])[CH2:25][CH:24]2[O:32][CH3:33])[C:18](=[O:39])[C:17](=[O:40])[N:16]2[CH:11]([CH2:12][CH2:13][CH2:14][CH2:15]2)[C:10](=[O:41])[O:9][CH:8]([C:42]([CH3:69])=[CH:43][CH:44]2[CH2:49][CH2:48][CH:47]([O:50][CH2:51][C:52]3[CH:53]=[CH:54][C:55]([C:58]([OH:59])=[O:87])=[CH:56][CH:57]=3)[CH:46]([O:67][CH3:68])[CH2:45]2)[CH:7]([CH3:70])[CH:6]([OH:71])[CH2:5][C:4]1=[O:79])[CH3:2]. Procedure details: To a solution of 17-ethyl-1-hydroxy-14-(tert-butyldimethylsiloxy)-12-[2'-(4"-(p-(tert-butyldimethylsiloxymethyl)-benzyloxy)-3"-methoxycyclohexyl)-1'-methylvinyl]-23,25-dimethoxy-13,19,21,27-tetramethyl-11,28-dioxa-4-azatricyclo[22.3.1.04,9 ]octacos-18-ene-2,3,10,16-tetraone (420 mg) in methylene chloride (10 mL) was added a methanolic solution of p-toluenesulfonic acid (10 mL of a 10% solution w/v) and the mixture stirred at room temperature. After 5 minutes, the reaction was cooled to 0° C. and... The reactants are ClC1=C(C(=CC=C1F)Cl)C(C)OC=1C(=NC=C(C1)C=C)N (3-[1-(2,6-dichloro-3-fluoro-phenyl)-ethoxy]-5-vinyl-pyridin-2-ylamine), CC(C)(C)O (t-BuOH), O (water), O (Water). Reaction conditions: temperature 0 celsius. The product is NC1=C(C=C(C=N1)[C@@H](CO)O)OC(C)C1=C(C(=CC=C1Cl)F)Cl ((S)-1-{6-amino-5-[1-(2,6-dichloro-3-fluoro-phenyl)-ethoxy]-pyridin-3-yl}ethane-1,2-diol). Isolated yield 53.0%. As a reaction SMILES: C[C:2]([OH:5])([CH3:4])[CH3:3].[Cl:6][C:7]1[C:12]([F:13])=[CH:11][CH:10]=[C:9]([Cl:14])[C:8]=1[CH:15]([O:17][C:18]1[C:19]([NH2:26])=[N:20][CH:21]=C(C=C)[CH:23]=1)[CH3:16].[OH2:27]>>[NH2:26][C:19]1[N:20]=[CH:21][C:3]([C@H:2]([OH:5])[CH2:4][OH:27])=[CH:23][C:18]=1[O:17][CH:15]([C:8]1[C:9]([Cl:14])=[CH:10][CH:11]=[C:12]([F:13])[C:7]=1[Cl:6])[CH3:16]. Procedure: (S)-1-{6-Amino-5-[1-(2,6-dichloro-3-fluoro-phenyl)-ethoxy]-pyridin-3-yl}-ethane-1,2-diol was prepared as follow: To a solution of asymmetic dihydroxylation-mix α (2.33 g) in a 1:1 mixture of t-BuOH and water (8 mL each) cooled to 0° C. was added 3-[1-(2,6-dichloro-3-fluoro-phenyl)-ethoxy]-5-vinyl-pyridin-2-ylamine (500 mg, 1.67 mmol). The reaction mixture was stirred at 0° C. until consumption of the starting material. Three more loadings of AD-mix α was added periodically to increase the reacti... Procedure details: To a stirred solution of oxalyl dichloride (100ml) in diethylether (500 ml) at -10° under nitrogen a solution of 4-t-butylbenzyl alcohol (200 ml) in diethylether (100 ml) was added dropwise so as to maintain the temperature between -10° and -5°. The solvent was then evaporated under vacuum to give the title compound (289 g,) as a clear oil (b.p. 120°-122° at 2 mbar). As a reaction SMILES: [C:1](Cl)(=[O:5])[C:2]([Cl:4])=[O:3].[C:7]([C:11]1[CH:18]=[CH:17][C:14]([CH2:15][OH:16])=[CH:13][CH:12]=1)([CH3:10])([CH3:9])[CH3:8]>C(OCC)C>[C:7]([C:11]1[CH:12]=[CH:13][C:14]([CH2:15][O:16][C:1](=[O:5])[C:2]([Cl:4])=[O:3])=[CH:17][CH:18]=1)([CH3:10])([CH3:8])[CH3:9]. The reactants are C(C(=O)Cl)(=O)Cl (oxalyl dichloride), C(C)(C)(C)C1=CC=C(CO)C=C1 (4-t-butylbenzyl alcohol). The product is C(C)(C)(C)C1=CC=C(COC(C(=O)Cl)=O)C=C1 (4-t-Butylbenzyloxyoxalylchloride). The solvent is C(C)OCC (diethylether), C(C)OCC (diethylether). Reactants: monomesylate, [Al] (aluminum), XPERT-PRO, 1.2d, 2.2c, C(CCC(=O)[O-])(=O)[O-] (succinate), C(CCC(=O)O)(=O)O.NC1=CN=CC(=N1)C=1N=C(C=2N(C1)C=CN2)NC2=CC=C(C=C2)N2CCN(CC2)C2COC2 (6-(6-Aminopyrazin-2-yl)-N-(4-(4-(oxetan-3-yl)piperazin-1-yl)phenyl)imidazo[1,2-a]pyrazin-8-amine succinate), 40. The reagents and catalysts are [Cu] (copper). Conditions: time 2 second. Product: O1CC(C1)N1CCN(CC1)C1=CC=C(N)C=C1 (4-(4-(oxetan-3-yl)piperazin-1-yl)aniline). RXN SMILES: C([O-])(=O)CCC([O-])=O.C(O)(=O)CCC(O)=O.NC1N=C(C2N=C([NH:33][C:34]3[CH:39]=[CH:38][C:37]([N:40]4[CH2:45][CH2:44][N:43]([CH:46]5[CH2:49][O:48][CH2:47]5)[CH2:42][CH2:41]4)=[CH:36][CH:35]=3)C3N(C=CN=3)C=2)C=NC=1.[Al]>[Cu]>[O:48]1[CH2:49][CH:46]([N:43]2[CH2:42][CH2:41][N:40]([C:37]3[CH:38]=[CH:39][C:34]([NH2:33])=[CH:35][CH:36]=3)[CH2:45][CH2:44]2)[CH2:47]1 |f:1.2|. Procedure details: X-ray powder diffraction (XRPD) analysis of the monomesylate (MSA) and succinate forms of the compound of Example 2 herein were conducted on a diffractometer (PANanalytical XPERT-PRO, PANalytical B.V., Almelo, Netherlands) using copper radiation (Cu Kα, λ=1.5418 Å). Samples were prepared for analysis by depositing the powdered sample in the center of an aluminum holder equipped with a zero background plate. The generator was operated at a voltage of 45 kV and amperage of 40 mA. Slits used were S... Starting materials: solution, [F-] (fluoride), O1CCCC1 (tetrahydrofuran), ClC=1C=C(C(=O)OCC2=CC=CC=C2)C=C(C1)O[Si](C)(C)C(C)(C)C (Benzyl 3-chloro-5-(tert-butyldimethylsilyloxy)benzoate). Run at time 10 minute. Yields the product ClC=1C=C(C(=O)OCC2=CC=CC=C2)C=C(C1)O (Benzyl 3-chloro-5-liydroxybenzoate). Isolated yield 97.3%. RXN SMILES: [F-].O1CCCC1.[Cl:7][C:8]1[CH:9]=[C:10]([CH:21]=[C:22]([O:24][Si](C(C)(C)C)(C)C)[CH:23]=1)[C:11]([O:13][CH2:14][C:15]1[CH:20]=[CH:19][CH:18]=[CH:17][CH:16]=1)=[O:12]>>[Cl:7][C:8]1[CH:9]=[C:10]([CH:21]=[C:22]([OH:24])[CH:23]=1)[C:11]([O:13][CH2:14][C:15]1[CH:20]=[CH:19][CH:18]=[CH:17][CH:16]=1)=[O:12]. Procedure: A 1.0 M solution oftetrabutylammonium fluoride in tetrahydrofuran (26.6 mL, 26.6 mmol) was added to neat benzyl ester 24 (5.00 g, 13.3 mmol), the reaction stirred 10 minutes at ambient temperature, and evaporated in vacuo. The crude product was dissolved in methylcne chloride, the solution washed with dilute aqueous NaHCO3, dried over Na2SO4, and filtered. The evaporated filtrate was then washed repeatedly with hexanes and dried in vacuo giving product 25 as a gold oil (3.40 g, 98%), 1H NMR (300... Starting materials: [H][H], O=[N+]([O-])c1ccc2nc3c(nc2c1)OCC1CCCCN31, C1COCCO1. Yields the product Nc1ccc2nc3c(nc2c1)OCC1CCCCN31. RXN SMILES: [H:22][H:23].[N+:1]([O-:2])(=[O:3])[c:4]1[cH:5][cH:6][c:7]2[n:8][c:9]3[c:10]([n:11][c:12]2[cH:13]1)[O:14][CH2:15][CH:16]1[N:17]3[CH2:18][CH2:19][CH2:20][CH2:21]1.[O:24]1[CH2:25][CH2:26][O:27][CH2:28][CH2:29]1>>[NH2:1][c:4]1[cH:5][cH:6][c:7]2[n:8][c:9]3[c:10]([n:11][c:12]2[cH:13]1)[O:14][CH2:15][CH:16]1[N:17]3[CH2:18][CH2:19][CH2:20][CH2:21]1.